describe an organic reaction: reactants, conditions, products, and yield From a dataset of the Open Reaction Database (ORD), a public repository of structured organic reaction records. Starting materials: [F-].C(CCC)[N+](CCCC)(CCCC)CCCC (Tetrabutylammonium fluoride), OC(CO[C@@H]1CC[C@H](CC1)N1C=2N(C(=C(C1=O)CC1=CC=C(C=C1)C=1C(=CC=CC1)C#N)CCC)N=C(N2)C)(C)C (4′-({4-[trans-4-(2-hydroxy-2-methylpropoxy)cyclohexyl]-2-methyl-5-oxo-7-propyl-4,5-dihydro[1,2,4]triazolo[1,5-a]pyrimidin-6-yl}methyl)biphenyl-2-carbonitrile), C(CCC)[Sn](CCCC)=O (dibutyltin oxide), N(=[N+]=[N-])[Si](C)(C)C (azidotrimethylsilane). The solvent is O1CCCC1 (tetrahydrofuran), C(C)(=O)OCC (ethyl acetate), C1(=CC=CC=C1)C (toluene). Conditions: temperature 110 celsius, time 48 hour. The product is OC(CO[C@@H]1CC[C@H](CC1)N1C=2N(C(=C(C1=O)CC1=CC=C(C=C1)C1=C(C=CC=C1)C1=NN=NN1)CCC)N=C(N2)C)(C)C (4-[trans-4-(2-hydroxy-2-methylpropoxy)cyclohexyl]-2-methyl-7-propyl-6-{[2′-(1H-tetrazol-5-yl)biphenyl-4-yl]methyl}[1,2,4]triazolo[1,5-a]pyrimidin-5(4H)-one). Yield: 46.4%. As a reaction SMILES: [OH:1][C:2]([CH3:41])([CH3:40])[CH2:3][O:4][C@H:5]1[CH2:10][CH2:9][C@H:8]([N:11]2[C:16](=[O:17])[C:15]([CH2:18][C:19]3[CH:24]=[CH:23][C:22]([C:25]4[C:26]([C:31]#[N:32])=[CH:27][CH:28]=[CH:29][CH:30]=4)=[CH:21][CH:20]=3)=[C:14]([CH2:33][CH2:34][CH3:35])[N:13]3[N:36]=[C:37]([CH3:39])[N:38]=[C:12]23)[CH2:7][CH2:6]1.C([Sn](=O)CCCC)CCC.[N:52]([Si](C)(C)C)=[N+:53]=[N-:54].[F-].C([N+](CCCC)(CCCC)CCCC)CCC>C(OCC)(=O)C.O1CCCC1.C1(C)C=CC=CC=1>[OH:1][C:2]([CH3:40])([CH3:41])[CH2:3][O:4][C@H:5]1[CH2:10][CH2:9][C@H:8]([N:11]2[C:16](=[O:17])[C:15]([CH2:18][C:19]3[CH:24]=[CH:23][C:22]([C:25]4[CH:30]=[CH:29][CH:28]=[CH:27][C:26]=4[C:31]4[NH:54][N:53]=[N:52][N:32]=4)=[CH:21][CH:20]=3)=[C:14]([CH2:33][CH2:34][CH3:35])[N:13]3[N:36]=[C:37]([CH3:39])[N:38]=[C:12]23)[CH2:7][CH2:6]1 |f:3.4|. Reported procedure: A mixture of 4′-({4-[trans-4-(2-hydroxy-2-methylpropoxy)cyclohexyl]-2-methyl-5-oxo-7-propyl-4,5-dihydro[1,2,4]triazolo[1,5-a]pyrimidin-6-yl}methyl)biphenyl-2-carbonitrile (0.32 g), dibutyltin oxide (0.072 g), azidotrimethylsilane (2 g) and toluene (15 mL) was stirred at 110° C. for 48 hr. The reaction mixture was diluted with ethyl acetate, washed with saturated aqueous potassium fluoride solution and then with saturated brine, and dried over anhydrous magnesium sulfate. The solvent was evaporat... The reactants are COC(=O)CCCCCOc1ccc(NC(=O)OCCO)cc1, COC(=O)CCCCCOc1ccc(N=C=O)cc1, Cc1ccccc1. The product is COC(=O)CCCCCOc1ccc(NC(=O)OCCOC(=O)Nc2ccc(OCCCCCC(=O)OC)cc2)cc1. Reaction SMILES: [CH3:1][O:2][C:3]([CH2:4][CH2:5][CH2:6][CH2:7][CH2:8][O:9][c:10]1[cH:11][cH:12][c:13]([NH:16][C:17](=[O:18])[O:19][CH2:20][CH2:21][OH:22])[cH:14][cH:15]1)=[O:23].[CH3:24][O:25][C:26]([CH2:27][CH2:28][CH2:29][CH2:30][CH2:31][O:32][c:33]1[cH:34][cH:35][c:36]([N:39]=[C:40]=[O:41])[cH:37][cH:38]1)=[O:42].[CH3:43][c:44]1[cH:45][cH:46][cH:47][cH:48][cH:49]1>>[CH3:1][O:2][C:3]([CH2:4][CH2:5][CH2:6][CH2:7][CH2:8][O:9][c:10]1[cH:11][cH:12][c:13]([NH:16][C:17](=[O:18])[O:19][CH2:20][CH2:21][O:22][C:40]([NH:39][c:36]2[cH:35][cH:34][c:33]([O:32][CH2:31][CH2:30][CH2:29][CH2:28][CH2:27][C:26]([O:25][CH3:24])=[O:42])[cH:38][cH:37]2)=[O:41])[cH:14][cH:15]1)=[O:23]. Starting materials: COC(=O)C(C)Br, O=C([O-])[O-], CN(C)C=O, Cn1c(C(F)(F)F)cc(=O)n(-c2cc(Oc3cccc(O)c3)c(Cl)cc2F)c1=O, [K+], [K+], O. Yields the product COC(=O)C(C)Oc1cccc(Oc2cc(-n3c(=O)cc(C(F)(F)F)n(C)c3=O)c(F)cc2Cl)c1. Reaction SMILES: [Br:36][CH:37]([C:38](=[O:39])[O:40][CH3:41])[CH3:42].[C:30](=[O:31])([O-:32])[O-:33].[CH3:44][N:45]([CH3:46])[CH:47]=[O:48].[Cl:1][c:2]1[c:3]([O:4][c:5]2[cH:6][c:7]([OH:11])[cH:8][cH:9][cH:10]2)[cH:12][c:13](-[n:17]2[c:18](=[O:29])[n:19]([CH3:28])[c:20]([C:24]([F:25])([F:26])[F:27])[cH:21][c:22]2=[O:23])[c:14]([F:16])[cH:15]1.[K+:34].[K+:35].[OH2:43]>>[Cl:1][c:2]1[c:3]([O:4][c:5]2[cH:6][c:7]([O:11][CH:37]([C:38](=[O:39])[O:40][CH3:41])[CH3:42])[cH:8][cH:9][cH:10]2)[cH:12][c:13](-[n:17]2[c:18](=[O:29])[n:19]([CH3:28])[c:20]([C:24]([F:25])([F:26])[F:27])[cH:21][c:22]2=[O:23])[c:14]([F:16])[cH:15]1.